This data is from the Open Reaction Database (ORD), a public repository of structured organic reaction records. The task is: describe an organic reaction: reactants, conditions, products, and yield Run at temperature 70 celsius. Yields the product FC=1C=C(C=CC1F)C(CCNC)C1=CC=C(C=C1)C=1C=NNC1 ({3-(3,4-Difluoro-phenyl)-3-[4-(1H-pyrazol-4-yl)-phenyl]-propyl}-methyl-amine). Run in C(C)OCC (diethyl ether), C(C)OCC (diethyl ether). Procedure: Lithium aluminium hydride was added to a suspension of 3-(3,4-Difluoro-phenyl)-N-methyl-3-[4-(1H-pyrazol-4-yl)-phenyl]-propionamide in diethyl ether, followed by a solution of aluminium chloride in diethyl ether at 0° C., under a nitrogen atmosphere. Toluene was added and the reaction mixture was heated at 70° C. for 18 hours. Upon cooling the reaction was quenched with addition of water, basified (2N NaOH) and extracted with ethyl acetate. The organic layer was separated, dried (MgSO4), filtere... The reactants are [Cl-].[Al+3].[Cl-].[Cl-] (aluminium chloride), C1(=CC=CC=C1)C (Toluene), [H-].[Al+3].[Li+].[H-].[H-].[H-] (Lithium aluminium hydride), FC=1C=C(C=CC1F)C(CC(=O)NC)C1=CC=C(C=C1)C=1C=NNC1 (3-(3,4-Difluoro-phenyl)-N-methyl-3-[4-(1H-pyrazol-4-yl)-phenyl]-propionamide). RXN SMILES: [H-].[Al+3].[Li+].[H-].[H-].[H-].[F:7][C:8]1[CH:9]=[C:10]([CH:15]([C:21]2[CH:26]=[CH:25][C:24]([C:27]3[CH:28]=[N:29][NH:30][CH:31]=3)=[CH:23][CH:22]=2)[CH2:16][C:17]([NH:19][CH3:20])=O)[CH:11]=[CH:12][C:13]=1[F:14].[Cl-].[Al+3].[Cl-].[Cl-].C1(C)C=CC=CC=1>C(OCC)C>[F:7][C:8]1[CH:9]=[C:10]([CH:15]([C:21]2[CH:26]=[CH:25][C:24]([C:27]3[CH:31]=[N:30][NH:29][CH:28]=3)=[CH:23][CH:22]=2)[CH2:16][CH2:17][NH:19][CH3:20])[CH:11]=[CH:12][C:13]=1[F:14] |f:0.1.2.3.4.5,7.8.9.10|.